This data is from the Open Reaction Database (ORD), a public repository of structured organic reaction records. The task is: describe an organic reaction: reactants, conditions, products, and yield The reactants are [OH-].[K+] (KOH), BrC(C(=O)O)C(C1=C(C=CC=C1)C)Br (2,3-dibromo-3-tol-2-ylpropionic acid). Solvent: C(C)O (ethanol). Yields the product C1(=C(C=CC=C1)C#CC(=O)O)C (tol-2-ylpropiolic acid). Yield: 54.2%. RXN SMILES: [OH-].[K+].Br[CH:4]([CH:8](Br)[C:9]1[CH:14]=[CH:13][CH:12]=[CH:11][C:10]=1[CH3:15])[C:5]([OH:7])=[O:6]>C(O)C>[C:10]1([CH3:15])[CH:11]=[CH:12][CH:13]=[CH:14][C:9]=1[C:8]#[C:4][C:5]([OH:7])=[O:6] |f:0.1|. Reported procedure: To a suspension of 35.5 g of KOH in ethanol (250 ml) there were added 51.0 g (158.9 mmol) of 2,3-dibromo-3-tol-2-ylpropionic acid portionwise over a period of 30 min. The mixture was then heated under reflux over a period of 4 h. Following removal of the solvent in vacuo, the residue was taken up in 10% strength hydrochloric acid. The solution was washed with EA and then set to pH>10 with a 6N aq. NaOH solution. The mixture was then extracted with EA and the organic phase was dried over MgSO4. F... Reactants: C(C)OC([C@@H](NC(C1=C(C=CC=C1Cl)Cl)=O)CC1=CC(=C(C=C1)C1=C(C=CC=C1)OC)C(C)=O)=O (N-(2,6-dichlorobenzoyl)-3-acetyl-4-(2-methoxyphenyl)-L-phenylalanine ethyl ester), NOC.Cl (NH2OMe HCl), CCN(C(C)C)C(C)C (DIEA). Run in CCO (EtOH). Yields the product C(C)OC([C@@H](NC(C1=C(C=CC=C1Cl)Cl)=O)CC1=CC(=C(C=C1)C1=C(C=CC=C1)OC)C(C)=NOC)=O (N-(2,6-dichlorobenzoyl)-3-[1-(methoxyimino)ethyl]-4-(2-methoxyphenyl)-L-phenylalanine ethyl ester). Isolated yield 45.8%. RXN SMILES: [CH2:1]([O:3][C:4](=[O:35])[C@H:5]([CH2:17][C:18]1[CH:23]=[CH:22][C:21]([C:24]2[CH:29]=[CH:28][CH:27]=[CH:26][C:25]=2[O:30][CH3:31])=[C:20]([C:32](=O)[CH3:33])[CH:19]=1)[NH:6][C:7](=[O:16])[C:8]1[C:13]([Cl:14])=[CH:12][CH:11]=[CH:10][C:9]=1[Cl:15])[CH3:2].[NH2:36][O:37][CH3:38].Cl.CCN(C(C)C)C(C)C>CCO>[CH2:1]([O:3][C:4](=[O:35])[C@H:5]([CH2:17][C:18]1[CH:23]=[CH:22][C:21]([C:24]2[CH:29]=[CH:28][CH:27]=[CH:26][C:25]=2[O:30][CH3:31])=[C:20]([C:32](=[N:36][O:37][CH3:38])[CH3:33])[CH:19]=1)[NH:6][C:7](=[O:16])[C:8]1[C:9]([Cl:15])=[CH:10][CH:11]=[CH:12][C:13]=1[Cl:14])[CH3:2] |f:1.2|. Reported procedure: To a solution of N-(2,6-dichlorobenzoyl)-3-acetyl-4-(2-methoxyphenyl)-L-phenylalanine ethyl ester (0.12 g) in EtOH (5 mL) were added NH2OMe HCl salt (24 mg) and DIEA (60 mg). The mixture was refluxed for 2 h and evaporated. The residue was diluted with EtOAc, washed with 1N HCl, dried, and evaporated. The residue was purified by preparative TLC (silica gel; eluent: EtOAc/hexane 2:1)to give 0.058 g of N-(2,6-dichlorobenzoyl)-3-[1-(methoxyimino)ethyl]-4-(2-methoxyphenyl)-L-phenylalanine ethyl este... The reactants are CCO, CCOC(C)=O, [Cl-], O=[N+]([O-])c1ccc2oc(SCc3ccc(Cl)cc3)nc2c1, [Fe], [NH4+], O. Yields the product Nc1ccc2oc(SCc3ccc(Cl)cc3)nc2c1. RXN SMILES: [CH2:31]([OH:32])[CH3:33].[CH3:24][CH2:25][O:26][C:27](=[O:28])[CH3:29].[Cl-:22].[Cl:1][c:2]1[cH:3][cH:4][c:5]([CH2:6][S:7][c:8]2[o:9][c:10]3[c:11]([n:12]2)[cH:13][c:14]([N+:17]([O-:18])=[O:19])[cH:15][cH:16]3)[cH:20][cH:21]1.[Fe:34].[NH4+:23].[OH2:30]>>[Cl:1][c:2]1[cH:3][cH:4][c:5]([CH2:6][S:7][c:8]2[o:9][c:10]3[c:11]([n:12]2)[cH:13][c:14]([NH2:17])[cH:15][cH:16]3)[cH:20][cH:21]1. Starting materials: O (water), N1=CC=C(C=C1)C(CC(=O)OCC)=O (ethyl 3-(pyridin-4-yl)-3-oxopropionate), Cl.CC1CCN=C(N1)N (6-methyl-1,4,5,6-tetrahydro-pyrimidin-2-ylamine hydrochloride), C([O-])([O-])=O.[K+].[K+] (potassium carbonate). Solvent: C(C)O (ethanol). Yields the product CC1NC=2N(C(C=C(N2)C2=CC=NC=C2)=O)CC1 (8-Methyl-2-(pyridin-4-yl)-6,7,8,9-tetrahydro-pyrimido[1,2-a]pyrimidin-4-one). Yield: 51.3%. As a reaction SMILES: [N:1]1[CH:6]=[CH:5][C:4]([C:7](=O)[CH2:8][C:9]([O:11]CC)=O)=[CH:3][CH:2]=1.Cl.[CH3:16][CH:17]1[NH:22][C:21]([NH2:23])=[N:20][CH2:19][CH2:18]1.C(=O)([O-])[O-].[K+].[K+].O>C(O)C>[CH3:16][CH:17]1[CH2:18][CH2:19][N:20]2[C:9](=[O:11])[CH:8]=[C:7]([C:4]3[CH:3]=[CH:2][N:1]=[CH:6][CH:5]=3)[N:23]=[C:21]2[NH:22]1 |f:1.2,3.4.5|. Procedure details: A mixture of 6 g (31.0 mmol) of ethyl 3-(pyridin-4-yl)-3-oxopropionate, 4.6 g (31.0 mmol) of 6-methyl-1,4,5,6-tetrahydro-pyrimidin-2-ylamine hydrochloride (prepared according to J. Org. Chem., 20, 1955, 829-838) and 6.44 g (46.0 mmol) of potassium carbonate in 50 ml of ethanol was heated at reflux temperature during 18 h. The reaction mixture was cooled and the solvent removed by evaporation. The residue obtained was treated with water and the precipitate recovered by filtration to give 3.85 g (... The reactants are CO, COC(=O)C(C(C)C)N1CCCCC1=O, [Na+], [OH-]. Yields the product CC(C)C(C(=O)O)N1CCCCC1=O. As a reaction SMILES: [CH3:18][OH:19].[N:1]1([CH:8]([C:9](=[O:10])[O:11][CH3:12])[CH:13]([CH3:14])[CH3:15])[C:2](=[O:7])[CH2:3][CH2:4][CH2:5][CH2:6]1.[Na+:17].[OH-:16]>>[N:1]1([CH:8]([C:9](=[O:10])[OH:11])[CH:13]([CH3:14])[CH3:15])[C:2](=[O:7])[CH2:3][CH2:4][CH2:5][CH2:6]1. Reactants: solution, COC=1C=C(C(=O)Cl)C=CC1OC (3,4-dimethoxybenzoyl chloride), C(CC(=O)C)(=O)OCC (ethyl acetoacetate), CC[O-].[Na+] (sodium ethylate solution). The solvent is O1CCCC1 (tetrahydrofuran), O1CCCC1 (tetrahydrofuran), C(C)O (ethanol), O1CCCC1 (tetrahydrofuran), O1CCCC1 (tetrahydrofuran), C(C)O (ethanol), C(C)O (ethanol), C(C)O (ethanol). Yields the product C(C)(=O)C(C(=O)OCC)(C(=O)C)C(C1=CC(=C(C=C1)OC)OC)=O (ethyl 2-acetyl-2-(3,4-dimethoxybenzoyl)-acetoacetate). Reaction SMILES: [C:1]([O:7][CH2:8][CH3:9])(=[O:6])[CH2:2][C:3]([CH3:5])=[O:4].[CH3:10][CH2:11][O-:12].[Na+].[CH3:14][O:15][C:16]1[CH:17]=[C:18]([CH:22]=[CH:23][C:24]=1[O:25][CH3:26])[C:19](Cl)=[O:20]>C(O)C.O1CCCC1>[C:3]([C:2]([C:19](=[O:20])[C:18]1[CH:22]=[CH:23][C:24]([O:25][CH3:26])=[C:16]([O:15][CH3:14])[CH:17]=1)([C:11]([CH3:10])=[O:12])[C:1]([O:7][CH2:8][CH3:9])=[O:6])(=[O:4])[CH3:5] |f:1.2|. Procedure details: 32 ml of ethyl acetoacetate were added dropwise with ice cooling to 100 ml of 21% strength sodium ethylate solution in ethanol (=solution I). After 20 minutes 75 ml of a solution of 50 g of 3,4-dimethoxybenzoyl chloride in 150 ml of tetrahydrofuran (=solution II) were added dropwise to the reaction mixture. Subsequently further quanities of solutions I and II were added dropwise to the reaction mixture alternately, each at intervals of 20 minutes, until the reaction mixture contained a total of ...